Dataset: the Open Reaction Database (ORD), a public repository of structured organic reaction records. Task: describe an organic reaction: reactants, conditions, products, and yield Reactants: [OH-].[K+] (potassium hydroxide), S1C=C(C=C1)C=O (3-thiophenecarboxaldehyde), C(C=C)(=O)OCC (ethyl acrylate), S1C=C(C=C1)C(C#N)N1CCOCC1 (α-(3-thienyl)-4-morpholineacetonitrile), compound. Run in O1CCCC1 (tetrahydrofuran), C(C)O (ethanol). Yields the product C1=C(C=CS1)C(=O)CCC(=O)O (3-(3-thenoyl)propionic acid). Reaction SMILES: [S:1]1[CH:5]=[CH:4][C:3]([CH:6]=[O:7])=[CH:2]1.S1C=CC(C(N2CCOCC2)C#N)=C1.[C:22]([O:26]CC)(=[O:25])[CH:23]=[CH2:24].[OH-].[K+]>C(O)C.O1CCCC1>[CH:2]1[S:1][CH:5]=[CH:4][C:3]=1[C:6]([CH2:24][CH2:23][C:22]([OH:26])=[O:25])=[O:7] |f:3.4|. Reported procedure: As for Example 6, 99 g. of 3-thiophenecarboxaldehyde is converted to α-(3-thienyl)-4-morpholineacetonitrile (137 g.; m.p. 85°-87° C.). The preceding compound 50.5 g. is reacted with 100 ml. of ethyl acrylate in 500 ml. of tetrahydrofuran in the presence of 50 ml. of 30% potassium hydroxide in ethanol. The solvent is removed from the reaction mixture and the residue is heated with 6 N hydrochloric acid to give 3-(3-thenoyl)propionic acid. As for Example 1, the preceding compound is converted to t... Procedure: To a 10 mL round bottom flask containing a stir bar was added methyl isobutyliminoethylpiperazine (726 mg, 3.44×10−3 moles, 3 equivalents) and 4 g MeOH. To this mixture at 25° C. was added pentaerythritol tetraglycidyl ether (307 mg, 0.853 mmol, 3.4 mmoles epoxide). This mixture was stirred and heated at 60° C. for 6.5 hours. To this mixture was added ethyl t-piperazine carbamate (537 mg, 3.4 mmol) and this mixture heated at 60° C., 16 hours, 60° C., 54 h with no adduct for the desired product a... RXN SMILES: [CH3:1][CH:2]1[CH2:7][NH:6][CH2:5][CH2:4][N:3]1[CH2:8][CH:9]=[N:10][CH2:11][CH:12](C)C.[CH2:15](OCC(COCC1OC1)(COCC1OC1)COCC1OC1)C1OC1>CO>[CH3:1][CH:2]1[CH2:7][NH:6][CH2:5][CH2:4][N:3]1[CH2:8][CH:9]=[N:10][CH:11]([CH3:12])[CH3:15]. Reactants: C(C1CO1)OCC(COCC1CO1)(COCC1CO1)COCC1CO1 (pentaerythritol tetraglycidyl ether), CC1N(CCNC1)CC=NCC(C)C (methyl isobutyliminoethylpiperazine), ethyl t-piperazine carbamate. Run in CO (MeOH). Run at temperature 60 celsius. Yields the product CC1N(CCNC1)CC=NC(C)C (Methylisopropyliminoethylpiperazine). Reactants: ClC1=CC=2C3(C4=CC=CC=C4C(C2C=C1)C3)C(=O)O (2-chloro-9,10-dihydro-9,10-methano-9-anthracenecarboxylic acid), S(=O)(Cl)Cl (thionyl chloride), OC1CCNCC1 (4-hydroxypiperidine). Solvent: C(C)(=O)OCC (ethyl acetate), C1(=CC=CC=C1)C (toluene). Run at time 18 hour. Product: ClC1=CC=2C3(C4=CC=CC=C4C(C2C=C1)C3)C(=O)N3CCC(CC3)O (1-(2-Chloro-9,10-dihydro-9,10-methanoanthracen-9-ylcarbonyl)piperidin-4-ol). The yield is 81.5%. Reaction SMILES: [Cl:1][C:2]1[CH:15]=[CH:14][C:13]2[CH:12]3[CH2:16][C:5]([C:17](O)=[O:18])([C:6]4[C:11]3=[CH:10][CH:9]=[CH:8][CH:7]=4)[C:4]=2[CH:3]=1.S(Cl)(Cl)=O.[OH:24][CH:25]1[CH2:30][CH2:29][NH:28][CH2:27][CH2:26]1>C1(C)C=CC=CC=1.C(OCC)(=O)C>[Cl:1][C:2]1[CH:15]=[CH:14][C:13]2[CH:12]3[CH2:16][C:5]([C:17]([N:28]4[CH2:29][CH2:30][CH:25]([OH:24])[CH2:26][CH2:27]4)=[O:18])([C:6]4[C:11]3=[CH:10][CH:9]=[CH:8][CH:7]=4)[C:4]=2[CH:3]=1. Procedure details: To a solution of 2-chloro-9,10-dihydro-9,10-methano-9-anthracenecarboxylic acid (described in Example 108) (6.51 g, 24.1 mmol) in toluene (70 mL) was added thionyl chloride (2.28 mL, 31.3 mmol, 1.3 eq). The reaction was heated to reflux monitoring gas evolution with a mineral oil bubbler. The system reached a steady state within 40 min at which time it was slightly cooled and 4-hydroxypiperidine (6.08 g, 60.3 mmol, 2.5 eq) was added portionwise. A significant amount of heat is evolved and the re... Reactants: CCCc1nc(CC)c(Br)c(=O)n1Cc1ccc(-c2ccccc2C#N)cc1, O=C([O-])[O-], C1COCCO1, CCOC(C)=O, OB(O)c1ccc(OCC2CC2)nc1, [Cs+], [Cs+]. Yields the product CCCc1nc(CC)c(-c2ccc(OCC3CC3)nc2)c(=O)n1Cc1ccc(-c2ccccc2C#N)cc1. As a reaction SMILES: [Br:1][c:2]1[c:3]([CH2:27][CH3:28])[n:4][c:5]([CH2:24][CH2:25][CH3:26])[n:6]([CH2:9][c:10]2[cH:11][cH:12][c:13](-[c:16]3[c:17]([C:22]#[N:23])[cH:18][cH:19][cH:20][cH:21]3)[cH:14][cH:15]2)[c:7]1=[O:8].[C:43](=[O:44])([O-:45])[O-:46].[CH2:49]1[O:50][CH2:51][CH2:52][O:53][CH2:54]1.[CH3:55][CH2:56][O:57][C:58](=[O:59])[CH3:60].[CH:29]1([CH2:32][O:33][c:34]2[cH:35][cH:36][c:37]([B:40]([OH:41])[OH:42])[cH:38][n:39]2)[CH2:30][CH2:31]1.[Cs+:47].[Cs+:48]>>[c:2]1(-[c:37]2[cH:36][cH:35][c:34]([O:33][CH2:32][CH:29]3[CH2:30][CH2:31]3)[n:39][cH:38]2)[c:3]([CH2:27][CH3:28])[n:4][c:5]([CH2:24][CH2:25][CH3:26])[n:6]([CH2:9][c:10]2[cH:11][cH:12][c:13](-[c:16]3[c:17]([C:22]#[N:23])[cH:18][cH:19][cH:20][cH:21]3)[cH:14][cH:15]2)[c:7]1=[O:8]. The reactants are COC(C(CC1=C(C=C(C=C1)OCC1=C(N=C(S1)C1=CC=C(C=C1)C(F)(F)F)C)C)OCCCC)=O ([rac]-2-butoxy-3-{2-methyl-4-[4-methyl-2-(4-trifluoromethyl-phenyl)-thiazol-5-ylmethoxy]-phenyl}-propionic acid methyl ester), [Li+].[OH-] (LiOH). Yields the product C(CCC)OC(C(=O)O)CC1=C(C=C(C=C1)OCC1=C(N=C(S1)C1=CC=C(C=C1)C(F)(F)F)C)C ([rac]-2-butoxy-3-{2-methyl-4-[4-methyl-2-(4-trifluoromethyl-phenyl)-thiazol-5-ylmethoxy]-phenyl}-propionic acid). As a reaction SMILES: C[O:2][C:3](=[O:36])[CH:4]([O:31][CH2:32][CH2:33][CH2:34][CH3:35])[CH2:5][C:6]1[CH:11]=[CH:10][C:9]([O:12][CH2:13][C:14]2[S:18][C:17]([C:19]3[CH:24]=[CH:23][C:22]([C:25]([F:28])([F:27])[F:26])=[CH:21][CH:20]=3)=[N:16][C:15]=2[CH3:29])=[CH:8][C:7]=1[CH3:30].[Li+].[OH-]>>[CH2:32]([O:31][CH:4]([CH2:5][C:6]1[CH:11]=[CH:10][C:9]([O:12][CH2:13][C:14]2[S:18][C:17]([C:19]3[CH:24]=[CH:23][C:22]([C:25]([F:28])([F:27])[F:26])=[CH:21][CH:20]=3)=[N:16][C:15]=2[CH3:29])=[CH:8][C:7]=1[CH3:30])[C:3]([OH:36])=[O:2])[CH2:33][CH2:34][CH3:35] |f:1.2|. Reported procedure: In analogy to the procedure described in example 10 d], [rac]-2-butoxy-3-{2-methyl-4-[4-methyl-2-(4-trifluoromethyl-phenyl)-thiazol-5-ylmethoxy]-phenyl}-propionic acid methyl ester was treated with 1 N LiOH to obtain [rac]-2-butoxy-3-{2-methyl-4-[4-methyl-2-(4-trifluoromethyl-phenyl)-thiazol-5-ylmethoxy]-phenyl}-propionic acid as yellow solid. The reactants are solution, [OH-].[Li+] (lithium hydroxide), O (water), C(C)OC(/C(/C1=CC(=C(C=C1)Cl)Cl)=N/OC1CCCC1)=O ((E)-Cyclopentyloxyimino-(3,4-dichloro-phenyl)-acetic acid ethyl ester). The solvent is C(C)O (ethanol), C(Cl)(Cl)Cl (chloroform). Run at temperature 0 celsius. The product is C1(CCCC1)O\N=C(\C(=O)O)/C1=CC(=C(C=C1)Cl)Cl ((E)-cyclopentyloxyimino-(3,4-dichloro-phenyl)-acetic acid). RXN SMILES: C([O:3][C:4](=[O:21])/[C:5](=[N:14]/[O:15][CH:16]1[CH2:20][CH2:19][CH2:18][CH2:17]1)/[C:6]1[CH:11]=[CH:10][C:9]([Cl:12])=[C:8]([Cl:13])[CH:7]=1)C.[OH-].[Li+].O>C(O)C.C(Cl)(Cl)Cl>[CH:16]1([O:15]/[N:14]=[C:5](\[C:6]2[CH:11]=[CH:10][C:9]([Cl:12])=[C:8]([Cl:13])[CH:7]=2)/[C:4]([OH:21])=[O:3])[CH2:20][CH2:19][CH2:18][CH2:17]1 |f:1.2|. Reported procedure: (E)-Cyclopentyloxyimino-(3,4-dichloro-phenyl)-acetic acid ethyl ester (332 mg, 1.01 mmol) was dissolved in ethanol (10 mL) and cooled to 0° C. A 2.0 N solution of lithium hydroxide in water (1.51 mL, 3.02 mmol) was added dropwise. The reaction mixture was allowed to gradually warm to 25° C. over 1.5 h, then diluted with chloroform (125 mL) and washed with 0.3 M potassium bisulfate solution (60 mL). The aqueous phase was extracted with chloroform (75 mL) and the combined organic phases were dried... Starting materials: Br, CC(=O)c1ccc(Br)o1, Br, CC(=O)O, [Na+], O=C([O-])O. Yields the product O=C(CBr)c1ccc(Br)o1. RXN SMILES: [Br:11].[Br:1][c:2]1[cH:3][cH:4][c:5]([C:7]([CH3:8])=[O:9])[o:6]1.[BrH:10].[C:17]([OH:18])(=[O:19])[CH3:20].[Na+:16].[O-:12][C:13]([OH:14])=[O:15]>>[Br:1][c:2]1[cH:3][cH:4][c:5]([C:7]([CH2:8][Br:10])=[O:9])[o:6]1. Procedure: Trifluoroacetic acid (3 ml) was added to a 5° C. stirred suspension of (2S-trans)-[1-[[2-(1,4-dihydro-5-hydroxy-4-oxo-2-pyridinyl)-2-oxoethoxy]hydroxyphosphinyl]-2-methyl-4-oxo-3-azetidinyl]carbamic acid, 1,1-dimethylethyl ester, monopotassium salt (375 mg) in 4 ml of dry dichloromethane containing 1 ml of anisole. After about three minutes, the solid dissolved and the mixture was stirred for 1.25 hours at 5° C. TLC indicated the reaction was essentially complete. Toluene (2 ml) was added and th... Reaction SMILES: [F:1][C:2]([F:7])([F:6])[C:3]([OH:5])=[O:4].[OH:8][C:9]1[C:10](=[O:36])[CH:11]=[C:12]([C:15](=[O:35])[CH2:16][O:17][P:18]([OH:34])([N:20]2[C:23](=[O:24])[C@@H:22]([NH:25]C(=O)OC(C)(C)C)[C@@H:21]2[CH3:33])=[O:19])[NH:13][CH:14]=1.[K].C1(OC)C=CC=CC=1>ClCCl.C1(C)C=CC=CC=1>[F:1][C:2]([F:7])([F:6])[C:3]([OH:5])=[O:4].[NH2:25][C@@H:22]1[C:23](=[O:24])[N:20]([P:18]([O:17][CH2:16][C:15]([C:12]2[NH:13][CH:14]=[C:9]([OH:8])[C:10](=[O:36])[CH:11]=2)=[O:35])(=[O:19])[OH:34])[C@H:21]1[CH3:33] |f:6.7,^1:36|. The solvent is ClCCl (dichloromethane), C1(=CC=CC=C1)C (Toluene). Yields the product FC(C(=O)O)(F)F.N[C@H]1[C@@H](N(C1=O)P(O)(=O)OCC(=O)C=1NC=C(C(C1)=O)O)C ((2S-trans)-3-Amino-2-methyl-4-oxo-1-azetidinephosphonic acid, 2-(1,4-dihydro-5-hydroxy-4-oxo-2-pyridinyl)-2-oxoethyl ester, trifluoroacetate salt). Starting materials: FC(C(=O)O)(F)F (Trifluoroacetic acid), OC=1C(C=C(NC1)C(COP(=O)(N1[C@H]([C@@H](C1=O)NC(OC(C)(C)C)=O)C)O)=O)=O ((2S-trans)-[1-[[2-(1,4-dihydro-5-hydroxy-4-oxo-2-pyridinyl)-2-oxoethoxy]hydroxyphosphinyl]-2-methyl-4-oxo-3-azetidinyl]carbamic acid, 1,1-dimethylethyl ester), [K] (monopotassium), C1(=CC=CC=C1)OC (anisole). Conditions: time 3 minute.